This data is from the Open Reaction Database (ORD), a public repository of structured organic reaction records. The task is: describe an organic reaction: reactants, conditions, products, and yield The reactants are BrC1=CC=C2C(=CC(OC2=C1)=O)C1=CC=C(C=C1)F (7-bromo-4-(4-fluorophenyl)-2H-chromen-2-one), C1(CC1)C(C(F)(F)F)(O)C1=CN=C(S1)S ((+)-1-cyclopropyl-2,2,2-trifluoro-1-(2-mercapto-1,3-thiazol-5-yl)ethanol), C([O-])([O-])=O.[K+].[K+] (potassium carbonate). Run in CN1CCCC1=O (NMP). The product is C1(CC1)C(C(F)(F)F)(O)C1=CN=C(S1)SC1=CC=C2C(=CC(OC2=C1)=O)C1=CC=C(C=C1)F ((+)-7-{[5-(1-cyclopropyl-2,2,2-trifluoro-1-hydroxyethyl)-1,3-thiazol-2-yl]thio}-4-(4-fluorophenyl)-2H-chromen-2-one). As a reaction SMILES: Br[C:2]1[CH:11]=[C:10]2[C:5]([C:6]([C:13]3[CH:18]=[CH:17][C:16]([F:19])=[CH:15][CH:14]=3)=[CH:7][C:8](=[O:12])[O:9]2)=[CH:4][CH:3]=1.[CH:20]1([C:23]([C:29]2[S:33][C:32]([SH:34])=[N:31][CH:30]=2)([OH:28])[C:24]([F:27])([F:26])[F:25])[CH2:22][CH2:21]1.C(=O)([O-])[O-].[K+].[K+]>CN1C(=O)CCC1>[CH:20]1([C:23]([C:29]2[S:33][C:32]([S:34][C:2]3[CH:11]=[C:10]4[C:5]([C:6]([C:13]5[CH:18]=[CH:17][C:16]([F:19])=[CH:15][CH:14]=5)=[CH:7][C:8](=[O:12])[O:9]4)=[CH:4][CH:3]=3)=[N:31][CH:30]=2)([OH:28])[C:24]([F:26])([F:25])[F:27])[CH2:22][CH2:21]1 |f:2.3.4|. Procedure: Employing the procedure described in Example 1, Step 3, with 7-bromo-4-(4-fluorophenyl)-2H-chromen-2-one, (+)-1-cyclopropyl-2,2,2-trifluoro-1-(2-mercapto-1,3-thiazol-5-yl)ethanol and potassium carbonate in NMP at 120° C., the title compound was obtained. 1H NMR (400 MHz, acetone-d6): δ 8.00 (s, 1H), 7.68 (m, 2H), 7.56-7.60 (m, 2H), 7.48 (dd, 1H), 7.39 (t, 2H), 6.43 (s, 1H), 5.88 (s, 1H), 1.65 (m, 1H), 0.82 (m, 1H), 0.54-0.71 (m, 3H); [α]D=+29.4° (c=1, EtOH). Starting materials: COC1=C(C(=CC=C1)OC)C1CCCC(N1)=O (6-(2,6-dimethoxyphenyl)piperidin-2-one), BrCC1=CC=C(C=C1)OC(F)(F)F (1-(bromomethyl)-4-(trifluoromethoxy)benzene). Product: COC1=C(C(=CC=C1)OC)C1CCCC(N1CC1=CC=C(C=C1)OC(F)(F)F)=O (6-(2,6-dimethoxyphenyl)-1-(4-(trifluoromethoxy)benzyl)piperidin-2-one). Reaction SMILES: [CH3:1][O:2][C:3]1[CH:8]=[CH:7][CH:6]=[C:5]([O:9][CH3:10])[C:4]=1[CH:11]1[NH:16][C:15](=[O:17])[CH2:14][CH2:13][CH2:12]1.Br[CH2:19][C:20]1[CH:25]=[CH:24][C:23]([O:26][C:27]([F:30])([F:29])[F:28])=[CH:22][CH:21]=1>>[CH3:1][O:2][C:3]1[CH:8]=[CH:7][CH:6]=[C:5]([O:9][CH3:10])[C:4]=1[CH:11]1[N:16]([CH2:19][C:20]2[CH:25]=[CH:24][C:23]([O:26][C:27]([F:28])([F:29])[F:30])=[CH:22][CH:21]=2)[C:15](=[O:17])[CH2:14][CH2:13][CH2:12]1. Procedure details: Prepared according to the described general procedure 4 (GP4) by reaction of 6-(2,6-dimethoxyphenyl)piperidin-2-one with commercially available 1-(bromomethyl)-4-(trifluoromethoxy)benzene. Subsequent purification by preparative HPLC afforded the target compound. LC-MS (conditions E): tR=0.82 min.; [M+H]+: 410.08 g/mol. Starting materials: CCOC(=O)C1CC1COc1cccc(Oc2ccc(CN(Cc3ccccc3)c3cccc(NS(C)(=O)=O)c3C)cc2)c1, Cl, C1CCOC1, O. Product: Cc1c(NS(C)(=O)=O)cccc1N(Cc1ccccc1)Cc1ccc(Oc2cccc(OCC3CC3C(=O)O)c2)cc1. As a reaction SMILES: [CH2:1]([c:2]1[cH:3][cH:4][cH:5][cH:6][cH:7]1)[N:8]([c:9]1[c:10]([CH3:20])[c:11]([NH:15][S:16](=[O:17])(=[O:18])[CH3:19])[cH:12][cH:13][cH:14]1)[CH2:21][c:22]1[cH:23][cH:24][c:25]([O:26][c:27]2[cH:28][c:29]([O:30][CH2:31][CH:32]3[CH:33]([C:35](=[O:36])[O:37][CH2:38][CH3:39])[CH2:34]3)[cH:40][cH:41][cH:42]2)[cH:43][cH:44]1.[ClH:45].[O:46]1[CH2:47][CH2:48][CH2:49][CH2:50]1.[OH2:51]>>[CH2:1]([c:2]1[cH:3][cH:4][cH:5][cH:6][cH:7]1)[N:8]([c:9]1[c:10]([CH3:20])[c:11]([NH:15][S:16](=[O:17])(=[O:18])[CH3:19])[cH:12][cH:13][cH:14]1)[CH2:21][c:22]1[cH:23][cH:24][c:25]([O:26][c:27]2[cH:28][c:29]([O:30][CH2:31][CH:32]3[CH:33]([C:35](=[O:36])[OH:37])[CH2:34]3)[cH:40][cH:41][cH:42]2)[cH:43][cH:44]1. Reactants: COC(CC(C)(C1=CC(=C(C=C1)O)C(C)(C)C)C1=CC(=C(C=C1)O)C(C)(C)C)=O (3,3-bis(4'-hydroxy-3'-tert.-butylphenyl)butanoic acid methyl ester), [OH-].[Na+] (sodium hydroxide), Cl (hydrochloric acid). Run in C(C)O (ethanol). Yields the product OC1=C(C=C(C=C1)C(CC(=O)O)(C)C1=CC(=C(C=C1)O)C(C)(C)C)C(C)(C)C (3,3-Bis(4'-hydroxy-3'-tert.-butyl-phenyl)butanoic acid). Reaction SMILES: C[O:2][C:3](=[O:29])[CH2:4][C:5]([C:18]1[CH:23]=[CH:22][C:21]([OH:24])=[C:20]([C:25]([CH3:28])([CH3:27])[CH3:26])[CH:19]=1)([C:7]1[CH:12]=[CH:11][C:10]([OH:13])=[C:9]([C:14]([CH3:17])([CH3:16])[CH3:15])[CH:8]=1)[CH3:6].[OH-].[Na+].Cl>C(O)C>[OH:13][C:10]1[CH:11]=[CH:12][C:7]([C:5]([C:18]2[CH:23]=[CH:22][C:21]([OH:24])=[C:20]([C:25]([CH3:28])([CH3:27])[CH3:26])[CH:19]=2)([CH3:6])[CH2:4][C:3]([OH:29])=[O:2])=[CH:8][C:9]=1[C:14]([CH3:17])([CH3:16])[CH3:15] |f:1.2|. Procedure details: 200 g of 3,3-bis(4'-hydroxy-3'-tert.-butylphenyl)butanoic acid methyl ester (m.p. 82° C) were added to a solution of 40 g of sodium hydroxide in 600 ml of ethanol and the mixture was refluxed. After cooling to room temperature, the mixture was acidified with hydrochloric acid. The alcohol was removed by distillation and the solid residue was dissolved in hot toluene. The hot solution was filtered. Upon cooling, the 3,3-bis(4'-hydroxy-3'-tert.butyl-phenyl)butanoic acid precipitated from the tolue... Reactants: CC1(C)CC(CC#N)(n2cc(-c3ncnc4c3ccn4COCC[Si](C)(C)C)cn2)C1, CO, NCCN, O=C(O)C(F)(F)F. Yields the product CC1(C)CC(CC#N)(n2cc(-c3ncnc4[nH]ccc34)cn2)C1. As a reaction SMILES: [CH3:1][C:2]1([CH3:31])[CH2:3][C:4]([n:6]2[n:7][cH:8][c:9](-[c:11]3[c:12]4[c:13]([n:14][cH:15][n:16]3)[n:17]([CH2:20][O:21][CH2:22][CH2:23][Si:24]([CH3:25])([CH3:26])[CH3:27])[cH:18][cH:19]4)[cH:10]2)([CH2:28][C:29]#[N:30])[CH2:5]1.[CH3:43][OH:44].[NH2:39][CH2:40][CH2:41][NH2:42].[OH:32][C:33]([C:34]([F:35])([F:36])[F:37])=[O:38]>>[CH3:1][C:2]1([CH3:31])[CH2:3][C:4]([n:6]2[n:7][cH:8][c:9](-[c:11]3[c:12]4[c:13]([n:14][cH:15][n:16]3)[nH:17][cH:18][cH:19]4)[cH:10]2)([CH2:28][C:29]#[N:30])[CH2:5]1. The reactants are C(C=C)NCC(CC1=CN2C(C3=CC(=CC=C13)Cl)=NNC2=O)F (6-[3-(allylamino)-2-fluoropropyl]-9-chloro[1,2,4]triazolo[3,4-a]isoquinolin-3(2H)-one), CC1=C2C=CC3=CC=CC=C3C2=C(C4=CC=CC=C14)C (DMBA). Reagents/catalysts: C=1C=CC(=CC1)[P](C=2C=CC=CC2)(C=3C=CC=CC3)[Pd]([P](C=4C=CC=CC4)(C=5C=CC=CC5)C=6C=CC=CC6)([P](C=7C=CC=CC7)(C=8C=CC=CC8)C=9C=CC=CC9)[P](C=1C=CC=CC1)(C=1C=CC=CC1)C=1C=CC=CC1 (tetrakis(triphenylphosphine)palladium(0)). Solvent: C(CCl)Cl (ClCH2CH2Cl). Conditions: temperature 50 celsius, time 5 hour. The product is NCC(CC1=CN2C(C3=CC(=CC=C13)Cl)=NNC2=O)F (6-(3-amino-2-fluoropropyl)-9-chloro[1,2,4]triazolo[3,4-a]isoquinolin-3(2H)-one). Reaction SMILES: C([NH:4][CH2:5][CH:6]([F:23])[CH2:7][C:8]1[C:17]2[C:12](=[CH:13][C:14]([Cl:18])=[CH:15][CH:16]=2)[C:11]2=[N:19][NH:20][C:21](=[O:22])[N:10]2[CH:9]=1)C=C.CC1C2C(=CC=CC=2)C(C)=C2C=1C=CC1C2=CC=CC=1>C(Cl)CCl.C1C=CC([P]([Pd]([P](C2C=CC=CC=2)(C2C=CC=CC=2)C2C=CC=CC=2)([P](C2C=CC=CC=2)(C2C=CC=CC=2)C2C=CC=CC=2)[P](C2C=CC=CC=2)(C2C=CC=CC=2)C2C=CC=CC=2)(C2C=CC=CC=2)C2C=CC=CC=2)=CC=1>[NH2:4][CH2:5][CH:6]([F:23])[CH2:7][C:8]1[C:17]2[C:12](=[CH:13][C:14]([Cl:18])=[CH:15][CH:16]=2)[C:11]2=[N:19][NH:20][C:21](=[O:22])[N:10]2[CH:9]=1 |^1:51,53,72,91|. Procedure details: 6-[3-(allylamino)-2-fluoropropyl]-9-chloro[1,2,4]triazolo[3,4-a]isoquinolin-3(2H)-one (6-4)(18 mg, 0.054 mmol, 1.0 equiv) and DMBA (25.2 mg, 0.16 mmol, 3.0equiv) and tetrakis(triphenylphosphine)palladium(0) (3 mg, 2.60 μmol, 0.05 equiv) were suspended in ClCH2CH2Cl (1 mL). The resulted yellow suspension was heated at 50° C. LCMS at 5 hours showed mostly product. The crude was purified with reverse phase HPLC H2O/CH3CN gradient w/0.1% TFA present) to afford the pure product (6-5). 1H NMR (500 MHz...